Dataset: the Open Reaction Database (ORD), a public repository of structured organic reaction records. Task: describe an organic reaction: reactants, conditions, products, and yield Reactants: C(C)(C)(C)ONC(=O)[C@]1(CN(CC[C@H]1NS(=O)(=O)C1=CC=C(C=C1)OCC1=CC(=NC2=CC=CC=C12)C)C(=O)OC(C)(C)C)O (tert-butyl (3R,4R)-3-[(tert-butoxyamino)carbonyl]-3-hydroxy-4-[({4-[(2-methylquinolin-4-yl)methoxy]phenyl}sulfonyl)amino]piperidine-1-carboxylate), FC(C(=O)O)(F)F (trifluoroacetic acid). The solvent is C(Cl)Cl (CH2Cl2). Run at time 1.5 hour. Yields the product C(C)(C)(C)ONC(=O)[C@]1(CNCC[C@H]1NS(=O)(=O)C1=CC=C(C=C1)OCC1=CC(=NC2=CC=CC=C12)C)O ((3R,4R)-N-tert-butoxy-3-hydroxy-4-(4-((2-methylquinolin-4-yl) methoxy)phenylsulfonamido)piperidine-3-carboxamide). The yield is 137.2%. RXN SMILES: [C:1]([O:5][NH:6][C:7]([C@:9]1([OH:45])[C@H:14]([NH:15][S:16]([C:19]2[CH:24]=[CH:23][C:22]([O:25][CH2:26][C:27]3[C:36]4[C:31](=[CH:32][CH:33]=[CH:34][CH:35]=4)[N:30]=[C:29]([CH3:37])[CH:28]=3)=[CH:21][CH:20]=2)(=[O:18])=[O:17])[CH2:13][CH2:12][N:11](C(OC(C)(C)C)=O)[CH2:10]1)=[O:8])([CH3:4])([CH3:3])[CH3:2].FC(F)(F)C(O)=O>C(Cl)Cl>[C:1]([O:5][NH:6][C:7]([C@:9]1([OH:45])[C@H:14]([NH:15][S:16]([C:19]2[CH:24]=[CH:23][C:22]([O:25][CH2:26][C:27]3[C:36]4[C:31](=[CH:32][CH:33]=[CH:34][CH:35]=4)[N:30]=[C:29]([CH3:37])[CH:28]=3)=[CH:21][CH:20]=2)(=[O:18])=[O:17])[CH2:13][CH2:12][NH:11][CH2:10]1)=[O:8])([CH3:4])([CH3:3])[CH3:2]. Procedure details: To a solution of tert-butyl (3R,4R)-3-[(tert-butoxyamino)carbonyl]-3-hydroxy-4-[({4-[(2-methylquinolin-4-yl)methoxy]phenyl}sulfonyl)amino]piperidine-1-carboxylate (740 mg, 1.15 mmol) in CH2Cl2 (10 mL) was added trifluoroacetic acid (2.5 mL). The reaction was stirred at room temperature for 1.5 h. The solvent was concentrated in vacuo and methanol was used to chase residual trifluoroacetic acid. The residue was precipitated from ether as a white solid to yield 856 mg (97%) of (3R,4R)-N-tert-butox...